This data is from the Open Reaction Database (ORD), a public repository of structured organic reaction records. The task is: describe an organic reaction: reactants, conditions, products, and yield Yields the product CCCOc1ccccc1-c1nc(C=O)c[nH]1. The reactants are CCCOc1ccccc1-c1nc(CO)c[nH]1, ClC(Cl)Cl. RXN SMILES: [CH2:1]([CH2:2][CH3:3])[O:4][c:5]1[c:6](-[c:11]2[nH:12][cH:13][c:14]([CH2:16][OH:17])[n:15]2)[cH:7][cH:8][cH:9][cH:10]1.[CH:18]([Cl:19])([Cl:20])[Cl:21]>>[CH2:1]([CH2:2][CH3:3])[O:4][c:5]1[c:6](-[c:11]2[nH:12][cH:13][c:14]([CH:16]=[O:17])[n:15]2)[cH:7][cH:8][cH:9][cH:10]1.